describe an organic reaction: reactants, conditions, products, and yield From a dataset of the Open Reaction Database (ORD), a public repository of structured organic reaction records. Reactants: N#Cc1ccccc1-c1ccc(CBr)cc1, C1CCOC1, CN. Product: CNCc1ccc(-c2ccccc2C#N)cc1. As a reaction SMILES: [Br:1][CH2:2][c:3]1[cH:4][cH:5][c:6](-[c:9]2[c:10]([C:15]#[N:16])[cH:11][cH:12][cH:13][cH:14]2)[cH:7][cH:8]1.[CH2:19]1[O:20][CH2:21][CH2:22][CH2:23]1.[CH3:17][NH2:18]>>[CH2:2]([c:3]1[cH:4][cH:5][c:6](-[c:9]2[c:10]([C:15]#[N:16])[cH:11][cH:12][cH:13][cH:14]2)[cH:7][cH:8]1)[NH:18][CH3:17]. The reactants are BrCCBr, CCCC[N+](CCCC)(CCCC)CCCC, Cc1ccccc1, N#CCc1cccc(Cl)c1, [I-], [Na+], [OH-], O. Yields the product N#CC1(c2cccc(Cl)c2)CC1. As a reaction SMILES: [Br:11][CH2:12][CH2:13][Br:14].[CH2:25]([N+:26]([CH2:27][CH2:28][CH2:29][CH3:30])([CH2:31][CH2:32][CH2:33][CH3:34])[CH2:35][CH2:36][CH2:37][CH3:38])[CH2:39][CH2:40][CH3:41].[CH3:15][c:16]1[cH:17][cH:18][cH:19][cH:20][cH:21]1.[Cl:1][c:2]1[cH:3][c:4]([CH2:8][C:9]#[N:10])[cH:5][cH:6][cH:7]1.[I-:24].[Na+:23].[OH-:22].[OH2:42]>>[Cl:1][c:2]1[cH:3][c:4]([C:8]2([C:9]#[N:10])[CH2:12][CH2:13]2)[cH:5][cH:6][cH:7]1.